Dataset: the Open Reaction Database (ORD), a public repository of structured organic reaction records. Task: describe an organic reaction: reactants, conditions, products, and yield Starting materials: O1C(=CC=C1)C(=O)Cl (2-furoyl chloride), ClC=1C(=CC(NC1)=O)O (5-chloro-4-hydroxy-2-pyridone). Run in N1=CC=CC=C1 (pyridine). The product is ClC=1C(=CC(NC1)=O)OC(=O)C=1OC=CC1 (5-chloro-4-(2-furoyloxy)-2-pyridone). Isolated yield 34.0%. RXN SMILES: [O:1]1[CH:5]=[CH:4][CH:3]=[C:2]1[C:6](Cl)=[O:7].[Cl:9][C:10]1[C:11]([OH:17])=[CH:12][C:13](=[O:16])[NH:14][CH:15]=1>N1C=CC=CC=1>[Cl:9][C:10]1[C:11]([O:17][C:6]([C:2]2[O:1][CH:5]=[CH:4][CH:3]=2)=[O:7])=[CH:12][C:13](=[O:16])[NH:14][CH:15]=1. Procedure details: A 2.15 g quantity of 2-furoyl chloride was added to a suspension of 2.00 g of 5-chloro-4-hydroxy-2-pyridone in 100 ml of pyridine. The same subsequent procedure as in Example 39 was conducted, thereby producing 1.13 g of the title compound in a yield of 34%. Starting materials: O[C@@H](CN(NC(=O)OC(C)(C)C)CC1CCCCC1)[C@H](CC1=CC=CC=C1)NC([C@@H](NC(=O)C1=NC2=CC=CC=C2C=C1)CC(N)=O)=O (1-[2(S)-hydroxy-3(S)-(N-(quinoline-2-carbonyl)-(L)-asparagyl) amino-4-phenyl-butyl]-1-[cyclohexylmethyl]-2-[tert-butoxy-carbonyl]-hydrazine). Run in C(=O)O (formic acid). Product: O[C@@H](CN(N)CC1CCCCC1)[C@H](CC1=CC=CC=C1)NC([C@@H](NC(=O)C1=NC2=CC=CC=C2C=C1)CC(N)=O)=O (1-[2(S)-Hydroxy-3(S)-(N-(quinoline-2-carbonyl)-(L)-asparagyl)amino-4-phenyl-butyl]-1-[cyclohexylmethyl]-hydrazine). RXN SMILES: [OH:1][C@H:2]([C@@H:20]([NH:28][C:29](=[O:48])[C@H:30]([CH2:44][C:45](=[O:47])[NH2:46])[NH:31][C:32]([C:34]1[CH:43]=[CH:42][C:41]2[C:36](=[CH:37][CH:38]=[CH:39][CH:40]=2)[N:35]=1)=[O:33])[CH2:21][C:22]1[CH:27]=[CH:26][CH:25]=[CH:24][CH:23]=1)[CH2:3][N:4]([CH2:13][CH:14]1[CH2:19][CH2:18][CH2:17][CH2:16][CH2:15]1)[NH:5]C(OC(C)(C)C)=O>C(O)=O>[OH:1][C@H:2]([C@@H:20]([NH:28][C:29](=[O:48])[C@H:30]([CH2:44][C:45](=[O:47])[NH2:46])[NH:31][C:32]([C:34]1[CH:43]=[CH:42][C:41]2[C:36](=[CH:37][CH:38]=[CH:39][CH:40]=2)[N:35]=1)=[O:33])[CH2:21][C:22]1[CH:27]=[CH:26][CH:25]=[CH:24][CH:23]=1)[CH2:3][N:4]([CH2:13][CH:14]1[CH2:15][CH2:16][CH2:17][CH2:18][CH2:19]1)[NH2:5]. Reported procedure: Analogously to Example 98 (see below), 921 mg (1.39 mmol) of 1-[2(S)-hydroxy-3(S)-(N-(quinoline-2-carbonyl)-(L)-asparagyl) amino-4-phenyl-butyl]-1-[cyclohexylmethyl]-2-[tert-butoxy-carbonyl]-hydrazine (Example 100 A), see below) in 37 ml of formic acid are reacted to form the title compound and used directly in the next step. Reactants: N1C(=CC2=CC=CC=C12)C(=O)OCC1=CC=CC=C1 (benzyl 2-indolecarboxylate), [H-].[Na+] (sodium hydride), BrCCCCCC(=O)OCC (ethyl 6-bromohexanoate). Solvent: CN(C)C=O (DMF), CN(C)C=O (DMF). Run at time 1 hour. Product: C(C)OC(=O)CCCCCN1C(=CC2=CC=CC=C12)C(=O)OCC1=CC=CC=C1 (Benzyl 1-(ethoxycarbonylpentyl)-2-indolecarboxylate). Yield: 88.8%. RXN SMILES: [NH:1]1[C:9]2[C:4](=[CH:5][CH:6]=[CH:7][CH:8]=2)[CH:3]=[C:2]1[C:10]([O:12][CH2:13][C:14]1[CH:19]=[CH:18][CH:17]=[CH:16][CH:15]=1)=[O:11].[H-].[Na+].Br[CH2:23][CH2:24][CH2:25][CH2:26][CH2:27][C:28]([O:30][CH2:31][CH3:32])=[O:29]>CN(C=O)C>[CH2:31]([O:30][C:28]([CH2:27][CH2:26][CH2:25][CH2:24][CH2:23][N:1]1[C:9]2[C:4](=[CH:5][CH:6]=[CH:7][CH:8]=2)[CH:3]=[C:2]1[C:10]([O:12][CH2:13][C:14]1[CH:19]=[CH:18][CH:17]=[CH:16][CH:15]=1)=[O:11])=[O:29])[CH3:32] |f:1.2|. Procedure: A mixture containing 3 g of benzyl 2-indolecarboxylate in 30 ml of anhydrous DMF and 500 mg of sodium hydride at 60% in oil is left stirring under a nitrogen atmosphere for 1 hour. 3 g of ethyl 6-bromohexanoate in 10 ml of DMF are added, at 0° C., and the mixture is left stirring overnight at RT. The solvents are evaporated off and the residue is taken up in EtOAc, washed with water, dried over MgSO4 and concentrated. The residue is chromatographed on a column of silica H, eluting with a heptane... Starting materials: N1N=NC=C1 (1,2,3-triazole), S(=O)(=O)(C1=CC=C(C)C=C1)OCCC1=CC=C(C=C1)N1CCC(CC1)NC(=O)OCC1=CC=CC=C1 (N-(4-(2-tosyloxyethyl)phenyl)-4-benzyloxycarbonylaminopiperidine). The solvent is CO (Methanol). Reaction conditions: temperature 90 celsius, time 2 hour. Product: N1(N=NC=C1)CCC1=CC=C(C=C1)N1CCC(CC1)NC(=O)OCC1=CC=CC=C1 (N-(4-(2-(1,2,3-triazol-1-yl)-ethyl)-phenyl)-4-benzyloxycarbonylaminopiperidine). RXN SMILES: [NH:1]1[CH:5]=[CH:4][N:3]=[N:2]1.S(O[CH2:17][CH2:18][C:19]1[CH:24]=[CH:23][C:22]([N:25]2[CH2:30][CH2:29][CH:28]([NH:31][C:32]([O:34][CH2:35][C:36]3[CH:41]=[CH:40][CH:39]=[CH:38][CH:37]=3)=[O:33])[CH2:27][CH2:26]2)=[CH:21][CH:20]=1)(C1C=CC(C)=CC=1)(=O)=O>CO>[N:1]1([CH2:17][CH2:18][C:19]2[CH:20]=[CH:21][C:22]([N:25]3[CH2:26][CH2:27][CH:28]([NH:31][C:32]([O:34][CH2:35][C:36]4[CH:37]=[CH:38][CH:39]=[CH:40][CH:41]=4)=[O:33])[CH2:29][CH2:30]3)=[CH:23][CH:24]=2)[CH:5]=[CH:4][N:3]=[N:2]1. Procedure: 1,2,3-triazole (3.4 ml, 58.6 mmol) was added to the N-(4-(2-tosyloxyethyl)phenyl)-4-benzyloxycarbonylaminopiperidine (3.0 g, 5.90 mmol) obtained in Example 7(5), followed by stirring at 90° C. for 2 hours. Methanol was added to the reaction mixture. The mixture was refluxed under heat for 1 hour, and then allowed to cool to room temperature. The precipitate was collected by filtration, thereby obtaining N-(4-(2-(1,2,3-triazol-1-yl)-ethyl)-phenyl)-4-benzyloxycarbonylaminopiperidine (1.3 g, 54%) a... The reactants are CN(C)C=O, CC1CN(Cc2ccccc2)CC(N)CN1C, O=C(O)c1n[nH]c2ccccc12. The product is CC1CN(Cc2ccccc2)CC(NC(=O)c2n[nH]c3ccccc23)CN1C. RXN SMILES: [CH3:30][N:31]([CH3:32])[CH:33]=[O:34].[NH2:13][CH:14]1[CH2:15][N:16]([CH3:29])[CH:17]([CH3:28])[CH2:18][N:19]([CH2:21][c:22]2[cH:23][cH:24][cH:25][cH:26][cH:27]2)[CH2:20]1.[nH:1]1[n:2][c:3]([C:10](=[O:11])[OH:12])[c:4]2[cH:5][cH:6][cH:7][cH:8][c:9]12>>[nH:1]1[n:2][c:3]([C:10](=[O:12])[NH:13][CH:14]2[CH2:15][N:16]([CH3:29])[CH:17]([CH3:28])[CH2:18][N:19]([CH2:21][c:22]3[cH:23][cH:24][cH:25][cH:26][cH:27]3)[CH2:20]2)[c:4]2[cH:5][cH:6][cH:7][cH:8][c:9]12.